This data is from the Open Reaction Database (ORD), a public repository of structured organic reaction records. The task is: describe an organic reaction: reactants, conditions, products, and yield Reactants: C, CN(C)C=O, [Pd], CN1C(=O)C(c2c[nH]c3ccccc23)=C(c2cn(C)c3ccccc23)C1=O. Product: CN1C(=O)C(c2c[nH]c3ccccc23)C(c2cn(C)c3ccccc23)C1=O. As a reaction SMILES: [C:33].[O:28]=[CH:29][N:30]([CH3:31])[CH3:32].[Pd:34].[nH:1]1[cH:2][c:3]([C:10]2=[C:11]([c:18]3[cH:19][n:20]([CH3:27])[c:21]4[cH:22][cH:23][cH:24][cH:25][c:26]34)[C:12](=[O:13])[N:14]([CH3:17])[C:15]2=[O:16])[c:4]2[cH:5][cH:6][cH:7][cH:8][c:9]12>>[nH:1]1[cH:2][c:3]([CH:10]2[CH:11]([c:18]3[cH:19][n:20]([CH3:27])[c:21]4[cH:22][cH:23][cH:24][cH:25][c:26]34)[C:12](=[O:13])[N:14]([CH3:17])[C:15]2=[O:16])[c:4]2[cH:5][cH:6][cH:7][cH:8][c:9]12.